This data is from the Open Reaction Database (ORD), a public repository of structured organic reaction records. The task is: describe an organic reaction: reactants, conditions, products, and yield Starting materials: N[C@H]1[C@@H](CCCC1)C(=O)O (trans-2-amino-1-cyclohexane-carboxylic acid), Cl.CC1=NC2=CC=CC=C2C(=C1)COC1=CC=C(C=C1)S(=O)(=O)Cl (4-(2-methyl-quinolin-4-ylmethoxy)-benzenesufonyl chloride hydrochloride). The product is CC1=NC2=CC=CC=C2C(=C1)COC1=CC=C(C=C1)S(=O)(=O)N[C@H]1[C@@H](CCCC1)C(=O)O (trans-2-[({4-[(2-methylquinolin-4-yl)methoxy]phenyl}sulfonyl)amino]cyclohexanecarboxylic acid). The yield is 24.8%. RXN SMILES: [NH2:1][C@@H:2]1[CH2:7][CH2:6][CH2:5][CH2:4][C@H:3]1[C:8]([OH:10])=[O:9].Cl.[CH3:12][C:13]1[CH:22]=[C:21]([CH2:23][O:24][C:25]2[CH:30]=[CH:29][C:28]([S:31](Cl)(=[O:33])=[O:32])=[CH:27][CH:26]=2)[C:20]2[C:15](=[CH:16][CH:17]=[CH:18][CH:19]=2)[N:14]=1>>[CH3:12][C:13]1[CH:22]=[C:21]([CH2:23][O:24][C:25]2[CH:30]=[CH:29][C:28]([S:31]([NH:1][C@@H:2]3[CH2:7][CH2:6][CH2:5][CH2:4][C@H:3]3[C:8]([OH:10])=[O:9])(=[O:33])=[O:32])=[CH:27][CH:26]=2)[C:20]2[C:15](=[CH:16][CH:17]=[CH:18][CH:19]=2)[N:14]=1 |f:1.2|. Procedure: According to the procedure of Example 10, Step 1, the reaction of 486.8 mg (3.4 mmol) of trans-2-amino-1-cyclohexane-carboxylic acid with 1.31 g of 4-(2-methyl-quinolin-4-ylmethoxy)-benzenesufonyl chloride hydrochloride provided 382.7 mg of trans-2-[({4-[(2-methylquinolin-4-yl)methoxy]phenyl}sulfonyl)amino]cyclohexanecarboxylic acid in 25% yield. MS: 455.1 (M+H)+ The reactants are CN(CC(CCC)=O)C1=CC=C(C=C1)C(C(F)(F)F)(C(F)(F)F)O (1-(methyl{4-[2,2,2-trifluoro-1-hydroxy-1-(trifluoromethyl)-ethyl]phenyl}amino)-pentan-2-one), [BH4-].[Na+] (sodium borohydride). Solvent: CO (methanol). The product is CN(CC(CCC)O)C1=CC=C(C=C1)C(C(F)(F)F)(C(F)(F)F)O (1-(Methyl{4-[2,2,2-trifluoro-1-hydroxy-1-(trifluoromethyl)ethyl]phenyl}amino)-pentan-2-ol). The yield is 74.2%. Reaction SMILES: [CH3:1][N:2]([C:9]1[CH:14]=[CH:13][C:12]([C:15]([OH:24])([C:20]([F:23])([F:22])[F:21])[C:16]([F:19])([F:18])[F:17])=[CH:11][CH:10]=1)[CH2:3][C:4](=[O:8])[CH2:5][CH2:6][CH3:7].[BH4-].[Na+]>CO>[CH3:1][N:2]([C:9]1[CH:14]=[CH:13][C:12]([C:15]([OH:24])([C:20]([F:22])([F:23])[F:21])[C:16]([F:17])([F:18])[F:19])=[CH:11][CH:10]=1)[CH2:3][CH:4]([OH:8])[CH2:5][CH2:6][CH3:7] |f:1.2|. Procedure: To a solution of 1-(methyl{4-[2,2,2-trifluoro-1-hydroxy-1-(trifluoromethyl)-ethyl]phenyl}amino)-pentan-2-one (52 mg, 0.15 mmol) in methanol (3 mL) at −78° C. was added sodium borohydride (17 mg, 0.44 mmol). The reaction mixture was allowed to warm to ambient temperature over 4 hours. The reaction mixture was quenched with water and extracted twice with EtOAc. The combined organic layers were washed with brine, dried (Na2SO4), filtered and concentrated. Purification by flash chromatography (4:1 h...